From a dataset of the Open Reaction Database (ORD), a public repository of structured organic reaction records. describe an organic reaction: reactants, conditions, products, and yield The reactants are Cl (HCl), C[Si](CCOC(C1=C(C=CC=C1Cl)NC(=O)OCCOC1=CC=C(C=C1)C1=CC=CC=C1)=O)(C)C (2-[2-(biphenyl-4-yloxy)-ethoxycarbonylamino]-6-chloro-benzoic acid 2-trimethylsilanyl-ethyl ester), [F-].C(CCC)[N+](CCCC)(CCCC)CCCC (tetrabutyl ammonium fluoride), C1CCOC1 (THF). Solvent: CN(C)C=O (DMF). The product is C1(=CC=C(C=C1)OCCOC(=O)NC1=C(C(=O)O)C(=CC=C1)Cl)C1=CC=CC=C1 (2-[2-(biphenyl-4-yloxy)-ethoxycarbonylamino]-6-chloro-benzoic acid). The yield is 44.2%. Reaction SMILES: C[Si](C)(C)CC[O:5][C:6](=[O:33])[C:7]1[C:12]([Cl:13])=[CH:11][CH:10]=[CH:9][C:8]=1[NH:14][C:15]([O:17][CH2:18][CH2:19][O:20][C:21]1[CH:26]=[CH:25][C:24]([C:27]2[CH:32]=[CH:31][CH:30]=[CH:29][CH:28]=2)=[CH:23][CH:22]=1)=[O:16].[F-].C([N+](CCCC)(CCCC)CCCC)CCC.C1COCC1.Cl>CN(C=O)C>[C:24]1([C:27]2[CH:32]=[CH:31][CH:30]=[CH:29][CH:28]=2)[CH:23]=[CH:22][C:21]([O:20][CH2:19][CH2:18][O:17][C:15]([NH:14][C:8]2[CH:9]=[CH:10][CH:11]=[C:12]([Cl:13])[C:7]=2[C:6]([OH:33])=[O:5])=[O:16])=[CH:26][CH:25]=1 |f:1.2|. Procedure details: To a solution of 2-[2-(biphenyl-4-yloxy)-ethoxycarbonylamino]-6-chloro-benzoic acid 2-trimethylsilanyl-ethyl ester (340 mg, 0.664 mmol) and 1.0M tetrabutyl ammonium fluoride in THF (0.66 mL, 0.6636 mmol) in DMF (6 mL) and the mixture was stirred for 2 h. 2N HCl was added to adjust the pH to 1-2 and the mixture was partitioned between water and ethyl acetate. The combined organics were washed with water, then brine dried over magnesium sulfate and concentrated to dryness. Purification by crystall... Starting materials: Cc1ccc(O)cn1, O=[N+]([O-])c1cccc(S(=O)(=O)OCC2CO2)c1. Product: Cc1ccc(OCC2CO2)cn1. As a reaction SMILES: [CH3:1][c:2]1[cH:3][cH:4][c:5]([OH:8])[cH:6][n:7]1.[N+:9]([c:10]1[cH:11][c:12]([S:13]([O:14][CH2:22][CH:23]2[O:24][CH2:25]2)(=[O:15])=[O:16])[cH:17][cH:18][cH:19]1)([O-:20])=[O:21]>>[CH3:1][c:2]1[cH:3][cH:4][c:5]([O:8][CH2:22][CH:23]2[O:24][CH2:25]2)[cH:6][n:7]1. Reactants: NC1=NC(=CN=C1OC1=CC=CC=C1)OC (2-amino-3-phenoxy-6-methoxypyrazine), N(=O)[O-].[Na+] (sodium nitrite), OC1=NC(=CN=C1N1CCOCC1)OC (2-hydroxy-3-morpholino-6-methoxypyrazine), P(=O)(Cl)(Cl)Cl (phosphorus oxychloride). Product: ClC1=NC(=CN=C1N1CCOCC1)OC (2-chloro-3-morpholino-6-methoxypyrazine). RXN SMILES: NC1C(OC2C=CC=CC=2)=NC=C(OC)N=1.N([O-])=O.[Na+].O[C:22]1[C:27]([N:28]2[CH2:33][CH2:32][O:31][CH2:30][CH2:29]2)=[N:26][CH:25]=[C:24]([O:34][CH3:35])[N:23]=1.P(Cl)(Cl)([Cl:38])=O>>[Cl:38][C:22]1[C:27]([N:28]2[CH2:33][CH2:32][O:31][CH2:30][CH2:29]2)=[N:26][CH:25]=[C:24]([O:34][CH3:35])[N:23]=1 |f:1.2|. Reported procedure: The 2-amino substituent of Step A product when treated with sodium nitrite as described in Step E of Preparation 81 is converted to the 2-hydroxy group. Treatment of the 2-hydroxy-3-morpholino-6-methoxypyrazine with phosphorus oxychloride by Preparation 13, Step B method, gives 2-chloro-3-morpholino-6-methoxypyrazine. The reactants are O=C=Nc1cc(C(F)(F)F)ccc1F, NC(=O)c1[nH]c2cccnc2c1-c1ccc(N)cc1, C1CCOC1. Yields the product NC(=O)c1[nH]c2cccnc2c1-c1ccc(NC(=O)Nc2cc(C(F)(F)F)ccc2F)cc1. As a reaction SMILES: [F:1][c:2]1[c:3]([N:12]=[C:13]=[O:14])[cH:4][c:5]([C:8]([F:9])([F:10])[F:11])[cH:6][cH:7]1.[NH2:15][c:16]1[cH:17][cH:18][c:19](-[c:22]2[c:23]([C:31](=[O:32])[NH2:33])[nH:24][c:25]3[c:26]2[n:27][cH:28][cH:29][cH:30]3)[cH:20][cH:21]1.[O:34]1[CH2:35][CH2:36][CH2:37][CH2:38]1>>[F:1][c:2]1[c:3]([NH:12][C:13](=[O:14])[NH:15][c:16]2[cH:17][cH:18][c:19](-[c:22]3[c:23]([C:31](=[O:32])[NH2:33])[nH:24][c:25]4[c:26]3[n:27][cH:28][cH:29][cH:30]4)[cH:20][cH:21]2)[cH:4][c:5]([C:8]([F:9])([F:10])[F:11])[cH:6][cH:7]1. The reactants are BrC1=C(C=CC(=C1)C1CCC(CC1)C1CCC(CC1)CCC)O (2-bromo-4-(4-(4-propylcyclohexyl)cyclohexyl)phenol), C([O-])([O-])=O.[K+].[K+] (potassium carbonate), C(C1=CC=CC=C1)Cl (benzyl chloride), CN(C)C=O (DMF). The reagents and catalysts are [Br-].C(CCC)[N+](CCCC)(CCCC)CCCC (tetrabutylammonium bromide). The solvent is O (water). Product: BrC1=C(C=CC(=C1)C1CCC(CC1)C1CCC(CC1)CCC)C(C1=CC=CC=C1)OC(C1=CC=CC=C1)C1=C(C=C(C=C1)C1CCC(CC1)C1CCC(CC1)CCC)Br (2-bromo-4-(4-(4-propylcyclohexyl)cyclohexyl)phenylbenzyl ether). Isolated yield 148.3%. Reaction SMILES: [Br:1][C:2]1[CH:7]=[C:6]([CH:8]2[CH2:13][CH2:12][CH:11]([CH:14]3[CH2:19][CH2:18][CH:17]([CH2:20][CH2:21][CH3:22])[CH2:16][CH2:15]3)[CH2:10][CH2:9]2)[CH:5]=[CH:4][C:3]=1O.[C:24](=[O:27])([O-])[O-].[K+].[K+].[CH2:30](Cl)[C:31]1[CH:36]=[CH:35][CH:34]=[CH:33][CH:32]=1.CN(C=O)C>[Br-].C([N+](CCCC)(CCCC)CCCC)CCC.O>[Br:1][C:2]1[CH:7]=[C:6]([CH:8]2[CH2:9][CH2:10][CH:11]([CH:14]3[CH2:15][CH2:16][CH:17]([CH2:20][CH2:21][CH3:22])[CH2:18][CH2:19]3)[CH2:12][CH2:13]2)[CH:5]=[CH:4][C:3]=1[CH:30]([O:27][CH:24]([C:3]1[CH:4]=[CH:5][C:6]([CH:8]2[CH2:9][CH2:10][CH:11]([CH:14]3[CH2:19][CH2:18][CH:17]([CH2:20][CH2:21][CH3:22])[CH2:16][CH2:15]3)[CH2:12][CH2:13]2)=[CH:7][C:2]=1[Br:1])[C:2]1[CH:7]=[CH:6][CH:5]=[CH:4][CH:3]=1)[C:31]1[CH:36]=[CH:35][CH:34]=[CH:33][CH:32]=1 |f:1.2.3,6.7|. Procedure: The foregoing 2-bromo-4-(4-(4-propylcyclohexyl)cyclohexyl)phenol (250 mg), potassium carbonate (109 mg), and benzyl chloride (135 mg) were mixed, to which were then added DMF (2 ml) and tetrabutylammonium bromide (20 mg), and the mixture was refluxed by heating for 30 minutes. After completion of the reaction, the reaction mixture was added in water and extracted with toluene. The resulting toluene layer was washed with water, rinsed with a sodium hydrogencarbonate aqueous solution, and then dri... The reactants are C1(CC1)N1C=C(C(C2=C(C(=C(C(=C12)F)F)F)F)=O)C(=O)O (1-cyclopropyl-5,6,7,8-tetrafluoro-1,4-dihydro-4-oxoquinoline-3-carboxylic acid), NC1(CNCC1)C (3-amino-3-methylpyrrolidine). Solvent: C(C)#N (acetonitrile). Conditions: temperature 50 celsius, time 30 minute. The product is NC1(CN(CC1)C1=C(C(=C2C(C(=CN(C2=C1F)C1CC1)C(=O)O)=O)F)F)C (7-(3-amino-3-methyl-1-pyrrolidinyl)-1-cyclopropyl-5,6,8-trifluoro-1,4-dihydro-4-oxoquinoline 3-carboxylic acid). Yield: 80.0%. RXN SMILES: [CH:1]1([N:4]2[C:13]3[C:8](=[C:9]([F:17])[C:10]([F:16])=[C:11](F)[C:12]=3[F:14])[C:7](=[O:18])[C:6]([C:19]([OH:21])=[O:20])=[CH:5]2)[CH2:3][CH2:2]1.[NH2:22][C:23]1([CH3:28])[CH2:27][CH2:26][NH:25][CH2:24]1>C(#N)C>[NH2:22][C:23]1([CH3:28])[CH2:27][CH2:26][N:25]([C:11]2[C:12]([F:14])=[C:13]3[C:8]([C:7](=[O:18])[C:6]([C:19]([OH:21])=[O:20])=[CH:5][N:4]3[CH:1]3[CH2:3][CH2:2]3)=[C:9]([F:17])[C:10]=2[F:16])[CH2:24]1. Reported procedure: A mixture of 1-cyclopropyl-5,6,7,8-tetrafluoro-1,4-dihydro-4-oxoquinoline-3-carboxylic acid (0.8 g), 3-amino-3-methylpyrrolidine (0.8 g), and acetonitrile (35 ml) was stirred at 50° C. for 30 minutes. The precipitated crystals were collected by filtration, and washed with water. The crystals were dissolved in 10% aqueous ammonia, treated with activated carbon, and concentrated under reduced pressure. The precipitated crystals were collected by filtration, washed with water and dried to give 7-(3... The reactants are O=C([O-])[O-], CCOC(=O)c1cnc(Cl)c2c(CBr)csc12, Cc1nnc(-c2cccc(O)c2)o1, CN(C)C=O, [I-], [K+], [K+], [K+], C1COCCOCCOCCOCCOCCO1. Product: CCOC(=O)c1cnc(Cl)c2c(COc3cccc(-c4nnc(C)o4)c3)csc12. As a reaction SMILES: [C:14](=[O:15])([O-:16])[O-:17].[CH2:38]([CH3:39])[O:40][C:41](=[O:42])[c:43]1[c:44]2[c:45]([c:46]([Cl:49])[n:47][cH:48]1)[c:50]([CH2:53][Br:54])[cH:51][s:52]2.[CH3:1][c:2]1[n:3][n:4][c:5](-[c:7]2[cH:8][c:9]([OH:13])[cH:10][cH:11][cH:12]2)[o:6]1.[CH3:57][N:58]([CH3:59])[CH:60]=[O:61].[I-:56].[K+:18].[K+:19].[K+:55].[O:20]1[CH2:21][CH2:22][O:23][CH2:24][CH2:25][O:26][CH2:27][CH2:28][O:29][CH2:30][CH2:31][O:32][CH2:33][CH2:34][O:35][CH2:36][CH2:37]1>>[CH3:1][c:2]1[n:3][n:4][c:5](-[c:7]2[cH:8][c:9]([O:13][CH2:53][c:50]3[c:45]4[c:44]([c:43]([C:41]([O:40][CH2:38][CH3:39])=[O:42])[cH:48][n:47][c:46]4[Cl:49])[s:52][cH:51]3)[cH:10][cH:11][cH:12]2)[o:6]1. Starting materials: ClCC(=O)OCC (ethyl chloroacetate), BrC=1C=C(N)C=C(C1C)Br (3,5-dibromo-4-methylaniline), C([O-])([O-])=O.[Li+].[Li+] (lithium carbonate), DNA. Solvent: CN1C(CCC1)=O (N-methyl-2-pyrrolidinone). Yields the product ( 10 ), C(C)OC(CNC1=CC(=C(C(=C1)Br)C)Br)=O (N-(3,5-dibromo-4-methylphenyl)glycine ethyl ester). Isolated yield 33.0%. RXN SMILES: Cl[CH2:2][C:3]([O:5][CH2:6][CH3:7])=[O:4].[Br:8][C:9]1[CH:10]=[C:11]([CH:13]=[C:14]([Br:17])[C:15]=1[CH3:16])[NH2:12].C(=O)([O-])[O-].[Li+].[Li+]>CN1CCCC1=O>[CH2:6]([O:5][C:3](=[O:4])[CH2:2][NH:12][C:11]1[CH:10]=[C:9]([Br:8])[C:15]([CH3:16])=[C:14]([Br:17])[CH:13]=1)[CH3:7] |f:2.3.4|. Reported procedure: The DNA ligase inhibitor L67 (10) was synthesized by incubation of ethyl chloroacetate with 3,5-dibromo-4-methylaniline in the presence of lithium carbonate in N-methyl-2-pyrrolidinone as the solvent at 100° C. for 16 hours to produce N-(3,5-dibromo-4-methylphenyl)glycine ethyl ester in 33% yield after recrystallization from ethanol.